This data is from the Open Reaction Database (ORD), a public repository of structured organic reaction records. The task is: describe an organic reaction: reactants, conditions, products, and yield The reactants are CNC1=C(C(=C(C(=C1)F)F)F)[N+](=O)[O-] (methyl(3,4,5-trifluoro-2-nitrophenyl)amine), Cl (HCl), O (Water), N (ammonia). Reagents/catalysts: [Zn] (zinc). Solvent: C(C)(=O)O (acetic acid), CCOCC (ether), C(C)(=O)OCC (ethyl acetate). Conditions: temperature 20 celsius. Product: FC1=C(C(=CC(=C1F)F)NC)N (3,4,5-Trifluoro-N1-methylbenzene-1,2-diamine), Cl (hydrochloride). RXN SMILES: [CH3:1][NH:2][C:3]1[CH:8]=[C:7]([F:9])[C:6]([F:10])=[C:5]([F:11])[C:4]=1[N+:12]([O-])=O.O.N.[ClH:17]>C(O)(=O)C.CCOCC.[Zn].C(OCC)(=O)C>[F:11][C:5]1[C:6]([F:10])=[C:7]([F:9])[CH:8]=[C:3]([NH:2][CH3:1])[C:4]=1[NH2:12].[ClH:17]. Reported procedure: A solution of methyl(3,4,5-trifluoro-2-nitrophenyl)amine (0.5 g) in acetic acid (7.5 ml) is treated portionwise with zinc powder (793 mg). The reaction medium is stirred at ambient temperature (20° C.) until complete reduction. Water (13 ml) and 28% ammonia are added to pH 7, and then the reaction medium is depleted using ethyl acetate (3×50). The organic extracts are combined, dried over magnesium sulphate, filtered and evaporated under reduced pressure. The oil obtained is taken up in ether (5... Starting materials: [H-].C(C(C)C)[Al+]CC(C)C (Diisobutylaluminium hydride), ClC1=CC=CC=2N1C=C(N2)COC2=NC=CC(=C2)C(=O)OC (methyl 2-(5-chloroimidazo[1,2-a]pyridin-2-ylmethoxy)-4-pyridinecarboxylate), O.O.O.O.O.O.O.O.O.O.S(=O)(=O)([O-])[O-].[Na+].[Na+] (Sodium sulfate decahydrate). Solvent: O1CCCC1 (tetrahydrofuran). Reaction conditions: time 30 minute. Yields the product ClC1=CC=CC=2N1C=C(N2)COC2=NC=CC(=C2)CO (2-(5-chloroimidazo[1,2-a]pyridin-2-ylmethoxy)-4-pyridylmethanol). Yield: 86.2%. Reaction SMILES: [H-].C([Al+]CC(C)C)C(C)C.[Cl:11][C:12]1[N:17]2[CH:18]=[C:19]([CH2:21][O:22][C:23]3[CH:28]=[C:27]([C:29](OC)=[O:30])[CH:26]=[CH:25][N:24]=3)[N:20]=[C:16]2[CH:15]=[CH:14][CH:13]=1.O.O.O.O.O.O.O.O.O.O.S([O-])([O-])(=O)=O.[Na+].[Na+]>O1CCCC1>[Cl:11][C:12]1[N:17]2[CH:18]=[C:19]([CH2:21][O:22][C:23]3[CH:28]=[C:27]([CH2:29][OH:30])[CH:26]=[CH:25][N:24]=3)[N:20]=[C:16]2[CH:15]=[CH:14][CH:13]=1 |f:0.1,3.4.5.6.7.8.9.10.11.12.13.14.15|. Procedure: Diisobutylaluminium hydride (1.0M tetrahydrofuran solution, 30 ml) was added to a solution of methyl 2-(5-chloroimidazo[1,2-a]pyridin-2-ylmethoxy)-4-pyridinecarboxylate (3.97 g) in tetrahydrofuran (150 ml) at 0° C., which was stirred at room temperature for 30 minutes. Sodium sulfate decahydrate (12.2 g) was added to the reaction mixture, which was stirred at room temperature for 1 hour. The precipitate was removed by filtration, and the filtrate was concentrated. The resulting colorless crystal... The reactants are NC1=C(C=C2NC(C(N(C2=C1)CC(=O)OCC)=O)=O)[N+](=O)[O-] (7-amino-1-(ethoxycarbonylmethyl)-6-nitro-2,3(1H,4H)-quinoxalinedione), COC1OC(CC1)OC (2,5-dimethoxytetrahydrofuran), ice water. The solvent is C(C)(=O)O (acetic acid). Product: C(C)OC(=O)CN1C(C(NC2=CC(=C(C=C12)N1C=CC=C1)[N+](=O)[O-])=O)=O (1-(Ethoxycarbonylmethyl)-6-nitro-7-(1-pyrrolyl)-2,3(1H,4H)-quinoxalinedione). The yield is 82.9%. Reaction SMILES: [NH2:1][C:2]1[CH:11]=[C:10]2[C:5]([NH:6][C:7](=[O:19])[C:8](=[O:18])[N:9]2[CH2:12][C:13]([O:15][CH2:16][CH3:17])=[O:14])=[CH:4][C:3]=1[N+:20]([O-:22])=[O:21].CO[CH:25]1[CH2:29][CH2:28][CH:27](OC)O1>C(O)(=O)C>[CH2:16]([O:15][C:13]([CH2:12][N:9]1[C:10]2[C:5](=[CH:4][C:3]([N+:20]([O-:22])=[O:21])=[C:2]([N:1]3[CH:25]=[CH:29][CH:28]=[CH:27]3)[CH:11]=2)[NH:6][C:7](=[O:19])[C:8]1=[O:18])=[O:14])[CH3:17]. Reported procedure: 30 g (97 mmol) of 7-amino-1-(ethoxycarbonylmethyl)-6-nitro-2,3(1H,4H)-quinoxalinedione and 16.1 g (121.5 mmol) of 2,5-dimethoxytetrahydrofuran in 500 ml of acetic acid were heated at 80° C. for 1 h. The mixture was then poured into ice-water, and the precipitate was filtered off with suction to yield 28.8 g (83%) of the product. Starting materials: BrC=1C(=C2C(C(NC2=CC1)=O)(C)C)F (5-bromo-4-fluoro-3,3-dimethyl-1,3-dihydro-2H-indol-2-one), CN1C(=CC=C1C#N)B(O)O (N-methyl-5-cyanopyrroleboronic acid), C([O-])([O-])=O.[K+].[K+] (potassium carbonate), Cl (hydrochloric acid). Reagents/catalysts: C=1C=CC(=CC1)[P](C=2C=CC=CC2)(C=3C=CC=CC3)[Pd]([P](C=4C=CC=CC4)(C=5C=CC=CC5)C=6C=CC=CC6)([P](C=7C=CC=CC7)(C=8C=CC=CC8)C=9C=CC=CC9)[P](C=1C=CC=CC1)(C=1C=CC=CC1)C=1C=CC=CC1 (tetrakis(triphenylphosphine)palladium(0)). Run in O (water), COCCOC (ethylene glycol dimethyl ether), O (water). Reaction conditions: time 15 minute. Yields the product FC1=C2C(C(NC2=CC=C1C1=CC=C(N1C)C#N)=O)(C)C (5-(4-fluoro-3,3-dimethyl-2-oxo-2,3-dihydro-1H-indol-5-yl)-1-methyl-1H-pyrrole-2-carbonitrile). Yield: 4.4%. As a reaction SMILES: Br[C:2]1[C:3]([F:14])=[C:4]2[C:8](=[CH:9][CH:10]=1)[NH:7][C:6](=[O:11])[C:5]2([CH3:13])[CH3:12].[CH3:15][N:16]1[C:20]([C:21]#[N:22])=[CH:19][CH:18]=[C:17]1B(O)O.C(=O)([O-])[O-].[K+].[K+].Cl>COCCOC.C1C=CC([P]([Pd]([P](C2C=CC=CC=2)(C2C=CC=CC=2)C2C=CC=CC=2)([P](C2C=CC=CC=2)(C2C=CC=CC=2)C2C=CC=CC=2)[P](C2C=CC=CC=2)(C2C=CC=CC=2)C2C=CC=CC=2)(C2C=CC=CC=2)C2C=CC=CC=2)=CC=1.O>[F:14][C:3]1[C:2]([C:17]2[N:16]([CH3:15])[C:20]([C:21]#[N:22])=[CH:19][CH:18]=2)=[CH:10][CH:9]=[C:8]2[C:4]=1[C:5]([CH3:13])([CH3:12])[C:6](=[O:11])[NH:7]2 |f:2.3.4,^1:42,44,63,82|. Procedure details: 5-bromo-4-fluoro-3,3-dimethyl-1,3-dihydro-2H-indol-2-one (1.25 g, 4.86 mmol) and tetrakis(triphenylphosphine)palladium(0) (0.4 g) was dissolved in ethylene glycol dimethyl ether (40 mL) and stirred 15 minutes. N-methyl-5-cyanopyrroleboronic acid (2.0 g, 13.33 mmol) and potassium carbonate (3.48, 25 mmol) were added followed by water (20 mL) and the mixture heated under reflux (24 hours). The mixture was then poured into water, neutralized with dilute hydrochloric acid, and extracted with ethylac... Starting materials: CC=1OC=CC(C1OCC1=CC=CC=C1)=O (2-methyl-3-benzyloxy-4-pyranone), aqueous solution, Cl (HCl), 1-amino-1-desoxy-glycerol, C(C)O.O (ethanol water), CC=1NC=CC(C1OCC1=CC=CC=C1)=O (2-methyl-3-benzyloxypyridine-4(1H)-one). Run in OCC(O)CO (glycerol). Product: C(C(O)CO)N1C(=C(C(C=C1)=O)OCC1=CC=CC=C1)C (1-glyceryl-2-methyl-3-benzyloxypyridine-4(1H)-one). Yield: 40.0%. RXN SMILES: [CH3:1][C:2]1O[CH:4]=[CH:5][C:6](=[O:16])[C:7]=1[O:8][CH2:9][C:10]1[CH:15]=[CH:14][CH:13]=[CH:12][CH:11]=1.C(O)C.O.Cl.C[C:23]1[NH:24]C=C[C:27](=[O:37])[C:28]=1[O:29]CC1C=CC=CC=1>OCC(CO)O>[CH2:23]([N:24]1[CH:4]=[CH:5][C:6](=[O:16])[C:7]([O:8][CH2:9][C:10]2[CH:15]=[CH:14][CH:13]=[CH:12][CH:11]=2)=[C:2]1[CH3:1])[CH:28]([CH2:27][OH:37])[OH:29] |f:1.2|. Reported procedure: 35.6 g (165 mmol. 1.5 eq.) of 2-methyl-3-benzyloxy-4-pyranone and 10 g (110 mmol) of 1-amino-1-desoxy-glycerol are put into 600 mL of a 50:50 ethanol-water mixture; then 14 mL of an aqueous solution of soda (2N) is added. The reaction medium is then brought under reflux agitation for 48 hours. The reaction medium is left to cool, and then a solution of concentrated HCl is added to reach a pH=1. After evaporation of ethanol, the resifue is extracted using ethyl ether (3×100 mL) in order to elimin... The reactants are FC=1C=CC(=C(OCCCl)C1)OC (2-(5-fluoro-2-methoxy-phenoxy)ethylchloride), FC=1C=C2C(=CNC2=CC1)CCCN (3-(5-fluoro-1H-indol-3-yl)propylamine), O (water). Run in CS(=O)C (dimethylsulfoxide). Conditions: temperature 90 celsius, time 12 hour. The product is FC=1C=C2C(=CNC2=CC1)CCCNCCOC1=C(C=CC(=C1)F)OC ([3-(5-Fluoro-1H-indol-3-yl)propyl]-[2-(5-fluoro-2-methoxy-phenoxy)-ethyl]-amine). The yield is 72.1%. Reaction SMILES: [F:1][C:2]1[CH:3]=[CH:4][C:5]([O:12][CH3:13])=[C:6]([CH:11]=1)[O:7][CH2:8][CH2:9]Cl.[F:14][C:15]1[CH:16]=[C:17]2[C:21](=[CH:22][CH:23]=1)[NH:20][CH:19]=[C:18]2[CH2:24][CH2:25][CH2:26][NH2:27].O>CS(C)=O>[F:14][C:15]1[CH:16]=[C:17]2[C:21](=[CH:22][CH:23]=1)[NH:20][CH:19]=[C:18]2[CH2:24][CH2:25][CH2:26][NH:27][CH2:9][CH2:8][O:7][C:6]1[CH:11]=[C:2]([F:1])[CH:3]=[CH:4][C:5]=1[O:12][CH3:13]. Procedure details: A solution of 2-(5-fluoro-2-methoxy-phenoxy)ethylchloride (0.3 g, 1.5 mmol), 3-(5-fluoro-1H-indol-3-yl)propylamine (0.56 g, 2.9 mmol) in dimethylsulfoxide (20 ml) was allowed to stir for 12 h at 90° C. The reaction mixture was poured into water (100 ml) and extracted with methylene chloride (3×100 ml). The organic layer was washed with water (3×150 ml), dried over anhydrous sodium sulfate, filtered and the solvent was removed under vacuum. Chromatography (10% methanol-methylene chloride) afforde... Reagents/catalysts: [N+](=O)([O-])[O-].[Ag+] (silver nitrate). Procedure: To a stirred solution of silver nitrate (17.5 g, 0.104 moles) dissolved in 100 ml water, 50 g (0.209 moles) trans-4-(4-chlorophenyl)cyclohexane carboxylic acid was added. To this solution acetonitrile (250 ml) was added and under stirring and heated to reflux. 33.1 g (0.209 moles) 1,4-naphthoquinone was then added. 120 g (0.525 mole) ammonium persulfate dissolved in 400 ml water was added drop-wise to the stirred solution and continued reflux for 2 hours. The reaction solution was then cooled to... Yields the product ClC1=CC=C(C=C1)[C@@H]1CC[C@H](CC1)C=1C(C2=CC=CC=C2C(C1)=O)=O (trans-2-[4-(4-chlorophenyl)cyclohexyl]-1,4-naphthoquinone). Reaction SMILES: [Cl:1][C:2]1[CH:7]=[CH:6][C:5]([C@H:8]2[CH2:13][CH2:12][C@H:11]([C:14](O)=O)[CH2:10][CH2:9]2)=[CH:4][CH:3]=1.C(#N)C.[C:20]1(=[O:31])[C:29]2[C:24](=[CH:25][CH:26]=[CH:27][CH:28]=2)[C:23](=[O:30])[CH:22]=C1.S(OOS([O-])(=O)=O)([O-])(=O)=O.[NH4+].[NH4+]>O.[N+]([O-])([O-])=O.[Ag+]>[Cl:1][C:2]1[CH:3]=[CH:4][C:5]([C@H:8]2[CH2:9][CH2:10][C@H:11]([C:14]3[C:20](=[O:31])[C:29]4[C:24]([C:23](=[O:30])[CH:22]=3)=[CH:25][CH:26]=[CH:27][CH:28]=4)[CH2:12][CH2:13]2)=[CH:6][CH:7]=1 |f:3.4.5,7.8|. Solvent: O (water), O (water). Reactants: S(=O)(=O)([O-])OOS(=O)(=O)[O-].[NH4+].[NH4+] (ammonium persulfate), ClC1=CC=C(C=C1)[C@@H]1CC[C@H](CC1)C(=O)O (trans-4-(4-chlorophenyl)cyclohexane carboxylic acid), C(C)#N (acetonitrile), C1(C=CC(C2=CC=CC=C12)=O)=O (1,4-naphthoquinone). Yield: 20.5%. Run at temperature 2.5 celsius.